describe an organic reaction: reactants, conditions, products, and yield From a dataset of the Open Reaction Database (ORD), a public repository of structured organic reaction records. Starting materials: Cl (hydrochloric acid), N1=CC=CC=C1 (pyridine), C(#N)C1(CC=C(C=C1)C1=CC=CC=C1)OC (4-cyano-4-methoxy biphenyl), [Cl-].[NH+]1=CC=CC=C1 (pyridinium chloride). Conditions: time 2 hour. The product is C(#N)C1=CC=C(C=C1)C1=CC=C(C=C1)O (4-cyano-4'-hydroxy-biphenyl). Yield: 75.0%. Reaction SMILES: C([C:3]1([O:15]C)[CH:8]=[CH:7][C:6](C2C=CC=CC=2)=[CH:5][CH2:4]1)#N.[Cl-].[NH+:18]1[CH:23]=[CH:22][CH:21]=[CH:20][CH:19]=1.Cl.N1C=CC=[CH:27][CH:26]=1>>[C:23]([C:22]1[CH:27]=[CH:26][C:19]([C:6]2[CH:7]=[CH:8][C:3]([OH:15])=[CH:4][CH:5]=2)=[CH:20][CH:21]=1)#[N:18] |f:1.2|. Procedure: A mixture of 10 g of 4-cyano-4-methoxy biphenyl and 30 g of pyridinium chloride is taken to 200° C. for 2 hours. 50 ml of pyridine then 50 ml of 1N hydrochloric acid are added at 110° C. Extraction is carried out with chloroform (100 then 25 ml). The combined organic extracts are washed twice with 100 ml water, dried over magnesium sulphate, and the solvent is eliminated by distillation under reduced pressure. 7 g (75% yield) of 4-cyano-4'-hydroxy-biphenyl is obtained in the form of a beige powd... Starting materials: C(C)(C)(C)OC(=O)N1CCN(CC1)CCOC=1C=C(C=CC1)OS(=O)(=O)C1=C(C=CC=C1)Cl (2-Chlorobenzenesulfonic acid 3-[2-[N-(tert-butoxycarbonyl)piperazin-4-yl]ethoxy]phenyl ester). The solvent is Cl (HCl). Reaction conditions: time 2 hour. Yields the product N1(CCNCC1)CCOC=1C=C(C=CC1)OS(=O)(=O)C1=C(C=CC=C1)Cl (2-Chlorobenzenesulfonic acid 3-[2-(piperazin-1-yl)ethoxy]phenyl ester). The yield is 88.8%. RXN SMILES: C(OC([N:8]1[CH2:13][CH2:12][N:11]([CH2:14][CH2:15][O:16][C:17]2[CH:18]=[C:19]([O:23][S:24]([C:27]3[CH:32]=[CH:31][CH:30]=[CH:29][C:28]=3[Cl:33])(=[O:26])=[O:25])[CH:20]=[CH:21][CH:22]=2)[CH2:10][CH2:9]1)=O)(C)(C)C>Cl>[N:11]1([CH2:14][CH2:15][O:16][C:17]2[CH:18]=[C:19]([O:23][S:24]([C:27]3[CH:32]=[CH:31][CH:30]=[CH:29][C:28]=3[Cl:33])(=[O:25])=[O:26])[CH:20]=[CH:21][CH:22]=2)[CH2:12][CH2:13][NH:8][CH2:9][CH2:10]1. Procedure details: 2-Chlorobenzenesulfonic acid 3-[2-[N-(tert-butoxycarbonyl)piperazin-4-yl]ethoxy]phenyl ester (994 mg, 2.0 mmol), as prepared in the preceding step, was treated with 4N HCl (40 mL in 1,4-dioxane) and stirred at room temperature for 2 h. After concentrating in vacuo, the residue was purified by flash column chromatography (10% methanol in methylene chloride saturated with NH3) to give the title compound as a white foam (705 mg, 88%). 1H-NMR (300 MHz, CDCl3) δ 2.00 (bs, 1H), 2.54 (t, 4H), 2.76 (t, ... The reactants are COC(C1=CC(=CC=C1)NS(=O)(=O)C=1C=C2C=C(C=C(C2=CC1)S(=O)(=O)NC=1C=C(C(=O)OC)C=CC1)S(=O)(=O)NC=1C=C(C(=O)OC)C=CC1)=O (3,3',3"-[1,3,6-Naphthalenetriyltris(sulfonylimino)]-tribenzoic acid trimethyl ester), [OH-].[Na+] (sodium hydroxide), C(C)(=O)O (acetic acid). Solvent: C(C)O (ethanol). Conditions: time 45 minute. The product is [Na+].[Na+].[Na+].C1(=CC(=CC2=CC(=CC=C12)S(=O)(=O)NC=1C=C(C(=O)[O-])C=CC1)S(=O)(=O)NC=1C=C(C(=O)[O-])C=CC1)S(=O)(=O)NC=1C=C(C(=O)[O-])C=CC1 (3,3',3"-[1,3,6-Naphthalenetriyltris(sulfonylimino)]-tribenzoic acid trisodium salt). RXN SMILES: C[O:2][C:3](=[O:52])[C:4]1[CH:9]=[CH:8][CH:7]=[C:6]([NH:10][S:11]([C:14]2[CH:15]=[C:16]3[C:21](=[CH:22][CH:23]=2)[C:20]([S:24]([NH:27][C:28]2[CH:29]=[C:30]([CH:35]=[CH:36][CH:37]=2)[C:31]([O:33]C)=[O:32])(=[O:26])=[O:25])=[CH:19][C:18]([S:38]([NH:41][C:42]2[CH:43]=[C:44]([CH:49]=[CH:50][CH:51]=2)[C:45]([O:47]C)=[O:46])(=[O:40])=[O:39])=[CH:17]3)(=[O:13])=[O:12])[CH:5]=1.[OH-].[Na+:54].C(O)(=O)C>C(O)C>[Na+:54].[Na+:54].[Na+:54].[C:20]1([S:24]([NH:27][C:28]2[CH:29]=[C:30]([CH:35]=[CH:36][CH:37]=2)[C:31]([O-:33])=[O:32])(=[O:26])=[O:25])[C:21]2[C:16](=[CH:15][C:14]([S:11]([NH:10][C:6]3[CH:5]=[C:4]([CH:9]=[CH:8][CH:7]=3)[C:3]([O-:52])=[O:2])(=[O:12])=[O:13])=[CH:23][CH:22]=2)[CH:17]=[C:18]([S:38]([NH:41][C:42]2[CH:43]=[C:44]([CH:49]=[CH:50][CH:51]=2)[C:45]([O-:47])=[O:46])(=[O:40])=[O:39])[CH:19]=1 |f:1.2,5.6.7.8|. Reported procedure: A mixture of 12.0 g of the product of Example 11 and 62.0 ml of 2N sodium hydroxide is stirred for 45 minutes. The solution is neutralized with 3.6 ml of glacial acetic acid and diluted with 400 ml of ethanol. The solvent is concentrated in vacuo to a small volume. Then it is diluted again with ethanol with the separation of an oil. The solvent is decanted off, and the oil is triturated with fresh ethanol to produce a yellow solid. The solid is separated, washed with ethanol and ether, and dried... The reactants are C(C)(C)N1N=C(C=2C(=CC(=CC12)C=1C=NNC1)C(=O)O)C (1-isopropyl-3-methyl-6-(1H-pyrazol-4-yl)-1H-indazole-4-carboxylic acid), NCC=1C(NC(=CC1C)C)=O (3-(aminomethyl)-4,6-dimethylpyridin-2(1H)-one). Run at time 5 hour. The product is CC1=C(C(NC(=C1)C)=O)CNC(=O)C=1C=2C(=NN(C2C=C(C1)C=1C=NNC1)C(C)C)C (N-((1,2-dihydro-4,6-dimethyl-2-oxopyridin-3-yl)methyl)-1-isopropyl-3-methyl-6-(1H-pyrazol-4-yl)-1H-indazole-4-carboxamide). As a reaction SMILES: [CH:1]([N:4]1[C:12]2[CH:11]=[C:10]([C:13]3[CH:14]=[N:15][NH:16][CH:17]=3)[CH:9]=[C:8]([C:18]([OH:20])=O)[C:7]=2[C:6]([CH3:21])=[N:5]1)([CH3:3])[CH3:2].[NH2:22][CH2:23][C:24]1[C:25](=[O:32])[NH:26][C:27]([CH3:31])=[CH:28][C:29]=1[CH3:30]>>[CH3:30][C:29]1[CH:28]=[C:27]([CH3:31])[NH:26][C:25](=[O:32])[C:24]=1[CH2:23][NH:22][C:18]([C:8]1[C:7]2[C:6]([CH3:21])=[N:5][N:4]([CH:1]([CH3:3])[CH3:2])[C:12]=2[CH:11]=[C:10]([C:13]2[CH:14]=[N:15][NH:16][CH:17]=2)[CH:9]=1)=[O:20]. Procedure: The title compound was prepared from 1-isopropyl-3-methyl-6-(1H-pyrazol-4-yl)-1H-indazole-4-carboxylic acid and 3-(aminomethyl)-4,6-dimethylpyridin-2(1H)-one (0.059 g, 0.387 mmol) in the same manner as described for example 80 (step c) wherein the contents were stirred at RT for 5 h. The product was collected as a pale yellow solid (30 mg, 20%). 1H NMR (DMSO-d6, 400 MHz): δ 1.563 (d, J=6.8 Hz, 6H), 2.207 (s, 3H), 2.455 (s, 3H), 2.556 (s, 3H), 4.616 (d, J=6 Hz, 2H), 4.781-4.798 (m, 1H), 5.899 (s,... Reactants: [BH4-], CCOCCSc1cc(C)c(-c2cccc(C=O)c2)c(C)c1, CO, [Na+], C1CCOC1. Product: CCOCCSc1cc(C)c(-c2cccc(CO)c2)c(C)c1. Reaction SMILES: [BH4-:23].[CH2:1]([CH3:2])[O:3][CH2:4][CH2:5][S:6][c:7]1[cH:8][c:9]([CH3:22])[c:10](-[c:14]2[cH:15][c:16]([CH:20]=[O:21])[cH:17][cH:18][cH:19]2)[c:11]([CH3:13])[cH:12]1.[CH3:30][OH:31].[Na+:24].[O:25]1[CH2:26][CH2:27][CH2:28][CH2:29]1>>[CH2:1]([CH3:2])[O:3][CH2:4][CH2:5][S:6][c:7]1[cH:8][c:9]([CH3:22])[c:10](-[c:14]2[cH:15][c:16]([CH2:20][OH:21])[cH:17][cH:18][cH:19]2)[c:11]([CH3:13])[cH:12]1.